From a dataset of the Open Reaction Database (ORD), a public repository of structured organic reaction records. describe an organic reaction: reactants, conditions, products, and yield Reactants: C1(CC1)C#C (cyclopropyl acetylene), C(C)[Mg]Br (ethyl magnesium bromide), C(#N)C1=C(C=C(C=C1)C(C)(C=1N(C=NC1)C)NS(=O)CC(C)CC)F (N-[1-(4-cyano-3-fluoro-phenyl)-1-(3-methyl-3H-imidazol-4-yl)-ethyl]-2ethylpropanesulfinamide), C1(CC1)C#C[Mg]Br (cyclopropylethynyl magnesium bromide), solution, Grignard reagent. The solvent is C1CCOC1 (THF), CCOCC (Et2O). Yields the product C(#N)C1=C(C=C(C=C1)C(=NS(=O)CC(C)C)C=1N(C=NC1)C#CC1CC1)F (N-[(4-cyano-3-fluoro-phenyl)-(3-(cyclopropylethynyl)-3H-imidazol-4-yl)-methylene]-2-methylpropanesulfinamide). RXN SMILES: [C:1]([C:3]1[CH:8]=[CH:7][C:6]([C:9]([NH:17][S:18]([CH2:20][CH:21]([CH2:23]C)[CH3:22])=[O:19])([C:11]2[N:12](C)[CH:13]=[N:14][CH:15]=2)C)=[CH:5][C:4]=1[F:25])#[N:2].[CH:26]1([C:29]#[C:30][Mg]Br)[CH2:28][CH2:27]1.C1(C#C)CC1.C([Mg]Br)C>C1COCC1.CCOCC>[C:1]([C:3]1[CH:8]=[CH:7][C:6]([C:9]([C:11]2[N:12]([C:30]#[C:29][CH:26]3[CH2:28][CH2:27]3)[CH:13]=[N:14][CH:15]=2)=[N:17][S:18]([CH2:20][CH:21]([CH3:23])[CH3:22])=[O:19])=[CH:5][C:4]=1[F:25])#[N:2]. Reported procedure: To a solution of N-[1-(4-cyano-3-fluoro-phenyl)-1-(3-methyl-3H-imidazol-4-yl)-ethyl]-2ethylpropanesulfinamide (Example 1, Step I) (0.50 g, 1.50 mmol) in THF (12 mL) at 0° C. in an ice-H2O bath was added cyclopropylethynyl magnesium bromide (3 mL of a 2M solution in Et2O prepared from cyclopropyl acetylene and ethyl magnesium bromide). Grignard reagent was added until the reaction mixture color remained dark brown/black. After 1 h the reaction mixture was quenched with H2O, diluted with CH2Cl2 an... Starting materials: CN(CCCN)C (3-dimethylaminopropyl amine), C1CO1 (Ethylene oxide). Conditions: temperature 115 celsius, time 15 minute. Yields the product CN(CCCNCCO)C (3-Dimethylaminopropyl-2-hydroxyethyl Amine). As a reaction SMILES: [CH3:1][N:2]([CH3:7])[CH2:3][CH2:4][CH2:5][NH2:6].[CH2:8]1[O:10][CH2:9]1>>[CH3:1][N:2]([CH3:7])[CH2:3][CH2:4][CH2:5][NH:6][CH2:8][CH2:9][OH:10]. Reported procedure: To a one liter stirred autoclave was charged 500 g 3-dimethylaminopropyl amine. A nitrogen atmosphere was provided and the sealed autoclave was heated to 115°C. Ethylene oxide (140 g) was added incrementally over 3 hours. Heating was continued for 15 minutes.